This data is from the Open Reaction Database (ORD), a public repository of structured organic reaction records. The task is: describe an organic reaction: reactants, conditions, products, and yield Starting materials: N1C=NC=C1 (imidazole), ClCC1=CC=CC2=CC=CC=C12 (1-chloromethyl-naphthalene), O (water). Solvent: C(Cl)Cl (methylene chloride). Run at time 8 hour. Yields the product C1(=CC=CC2=CC=CC=C12)CN1C=NC=C1 (1-(1-naphthylmethyl)imidazole). The yield is 65.2%. RXN SMILES: [NH:1]1[CH:5]=[CH:4][N:3]=[CH:2]1.Cl[CH2:7][C:8]1[C:17]2[C:12](=[CH:13][CH:14]=[CH:15][CH:16]=2)[CH:11]=[CH:10][CH:9]=1.O>C(Cl)Cl>[C:8]1([CH2:7][N:1]2[CH:5]=[CH:4][N:3]=[CH:2]2)[C:17]2[C:12](=[CH:13][CH:14]=[CH:15][CH:16]=2)[CH:11]=[CH:10][CH:9]=1. Reported procedure: A mixture of imidazole (15.4 g) and 1-chloromethyl-naphthalene (14.9 ml, 0.1 mol) in 200 ml of methylene chloride was stirred at room temperature overnight. The mixture was stirred with 200 ml of water, the layers were separated, the organic layer was washed with water (2×200 ml), the resulting solids were removed by filtration and then the organic layer was stirred with 30 ml of conc. HCl and 200 ml of water. The methylene chloride layer was discarded, and the aqueous layer was extracted with 1... Starting materials: Cc1c(F)c([N+](=O)[O-])cc[n+]1[O-], ClCCl, [Na+], [OH-], O=P(Cl)(Cl)Cl. Product: Cc1c(F)c(Cl)cc[n+]1[O-]. As a reaction SMILES: [CH3:6][c:7]1[n+:8]([O-:17])[cH:9][cH:10][c:11]([N+:14]([O-:15])=[O:16])[c:12]1[F:13].[Cl:20][CH2:21][Cl:22].[Na+:19].[OH-:18].[P:1]([Cl:2])([Cl:3])([Cl:4])=[O:5]>>[Cl:3][c:11]1[cH:10][cH:9][n+:8]([O-:17])[c:7]([CH3:6])[c:12]1[F:13]. Reactants: CC(C)(C)NC(=O)C1C(O)CCN1C(=O)OC(C)(C)C, NC(=O)CC(NC(=O)OCc1ccccc1)C(=O)NC(Cc1ccccc1)C(O)C(=O)O. Yields the product CC(C)(C)NC(=O)C1C(O)CCN1C(=O)C(O)C(Cc1ccccc1)NC(=O)C(CC(N)=O)NC(=O)OCc1ccccc1. Reaction SMILES: [C:1]([O:2][C:6](=[O:7])[N:8]1[CH:9]([C:10](=[O:11])[NH:12][C:13]([CH3:14])([CH3:15])[CH3:16])[CH:17]([OH:20])[CH2:18][CH2:19]1)([CH3:3])([CH3:4])[CH3:5].[CH2:21]([c:22]1[cH:23][cH:24][cH:25][cH:26][cH:27]1)[O:28][C:29](=[O:30])[NH:31][CH:32]([CH2:33][C:34]([NH2:35])=[O:36])[C:37](=[O:38])[NH:39][CH:40]([CH:41]([C:42]([OH:43])=[O:44])[OH:45])[CH2:46][c:47]1[cH:48][cH:49][cH:50][cH:51][cH:52]1>>[C:6](=[O:7])([N:8]1[CH:9]([C:10](=[O:11])[NH:12][C:13]([CH3:14])([CH3:15])[CH3:16])[CH:17]([OH:20])[CH2:18][CH2:19]1)[CH:41]([CH:40]([NH:39][C:37]([CH:32]([NH:31][C:29]([O:28][CH2:21][c:22]1[cH:23][cH:24][cH:25][cH:26][cH:27]1)=[O:30])[CH2:33][C:34]([NH2:35])=[O:36])=[O:38])[CH2:46][c:47]1[cH:48][cH:49][cH:50][cH:51][cH:52]1)[OH:45]. The reactants are CCO, Fc1cc(I)ccc1CBr, N#C[Na], O. Yields the product N#CCc1ccc(I)cc1F. Reaction SMILES: [CH3:15][CH2:16][OH:17].[F:1][c:2]1[c:3]([CH2:4][Br:5])[cH:6][cH:7][c:8]([I:10])[cH:9]1.[Na:12][C:13]#[N:14].[OH2:11]>>[F:1][c:2]1[c:3]([CH2:4][C:13]#[N:14])[cH:6][cH:7][c:8]([I:10])[cH:9]1. Reactants: CCCc1nc2c(C)cc(-c3cn(CC4CCCCC4)cn3)cc2n1Cc1ccc(-c2ccccc2C(=O)OC(C)(C)C)cc1, ClCCl, O=C(O)C(F)(F)F. Reaction SMILES: [CH2:1]([CH2:2][CH3:3])[c:4]1[n:5][c:6]2[c:7]([n:8]1[CH2:9][c:10]1[cH:11][cH:12][c:13](-[c:16]3[c:17]([C:22](=[O:23])[O:24][C:25]([CH3:26])([CH3:27])[CH3:28])[cH:18][cH:19][cH:20][cH:21]3)[cH:14][cH:15]1)[cH:29][c:30](-[c:34]1[n:35][cH:36][n:37]([CH2:39][CH:40]3[CH2:41][CH2:42][CH2:43][CH2:44][CH2:45]3)[cH:38]1)[cH:31][c:32]2[CH3:33].[CH2:53]([Cl:54])[Cl:55].[OH:46][C:47]([C:48]([F:49])([F:50])[F:51])=[O:52]>>[CH2:1]([CH2:2][CH3:3])[c:4]1[n:5][c:6]2[c:7]([n:8]1[CH2:9][c:10]1[cH:11][cH:12][c:13](-[c:16]3[c:17]([C:22](=[O:23])[OH:24])[cH:18][cH:19][cH:20][cH:21]3)[cH:14][cH:15]1)[cH:29][c:30](-[c:34]1[n:35][cH:36][n:37]([CH2:39][CH:40]3[CH2:41][CH2:42][CH2:43][CH2:44][CH2:45]3)[cH:38]1)[cH:31][c:32]2[CH3:33]. The product is CCCc1nc2c(C)cc(-c3cn(CC4CCCCC4)cn3)cc2n1Cc1ccc(-c2ccccc2C(=O)O)cc1.